This data is from the Open Reaction Database (ORD), a public repository of structured organic reaction records. The task is: describe an organic reaction: reactants, conditions, products, and yield The reactants are ClCC=1C=C(C=CC1)N1C(C=C(C=C1C)OCC1=C(C=C(C=C1)F)F)=O (1-[3-(chloromethyl)phenyl]-4-[(2,4-difluorobenzyl)oxy]-6-methylpyridin-2(1H)-one), CNC (N,N-dimethylamine). Run in CO (methanol). Reaction conditions: time 8 hour. The product is FC1=C(COC2=CC(N(C(=C2)C)C2=CC(=CC=C2)CN(C)C)=O)C=CC(=C1)F (4-[(2,4-difluorobenzyl)oxy]-1-{3-[(dimethylamino)methyl]phenyl}-6-methylpyridin-2(1H)-one). Yield: 99.0%. RXN SMILES: Cl[CH2:2][C:3]1[CH:4]=[C:5]([N:9]2[C:14]([CH3:15])=[CH:13][C:12]([O:16][CH2:17][C:18]3[CH:23]=[CH:22][C:21]([F:24])=[CH:20][C:19]=3[F:25])=[CH:11][C:10]2=[O:26])[CH:6]=[CH:7][CH:8]=1.[CH3:27][NH:28][CH3:29]>CO>[F:25][C:19]1[CH:20]=[C:21]([F:24])[CH:22]=[CH:23][C:18]=1[CH2:17][O:16][C:12]1[CH:13]=[C:14]([CH3:15])[N:9]([C:5]2[CH:6]=[CH:7][CH:8]=[C:3]([CH2:2][N:28]([CH3:29])[CH3:27])[CH:4]=2)[C:10](=[O:26])[CH:11]=1. Procedure details: 1-[3-(chloromethyl)phenyl]-4-[(2,4-difluorobenzyl)oxy]-6-methylpyridin-2(1H)-one (from step 1 of the synthesis of EXAMPLE 293) (0.500 g, 1.330 mmol) was suspended in a stock solution of N,N-dimethylamine in methanol (2.0 mL, 2.0 M) and stirred overnight at room temperature. Reaction was concentrated and the residue partitioned between H2O (25 mL) and ethyl acetate (25 mL). The aqueous layer was further extracted with ethyl acetate (2×30 mL), and the combined organics were washed with brine (30 m... The reactants are CC(C(CC1=C(C=CC=C1)[N+](=O)[O-])O)(C)C (3,3-dimethyl-1-(2-nitrophenyl)butan-2-ol), S(O)(O)(=O)=O (sulfuric acid), [H][H] (hydrogen). The reagents and catalysts are [Pd] (palladium/carbon). Run in C1CCOC1 (THF). Yields the product NC1=C(C=CC=C1)CC(C(C)(C)C)O (1-(2-Aminophenyl)-3,3-dimethylbutan-2-ol). As a reaction SMILES: [CH3:1][C:2]([CH3:16])([CH3:15])[CH:3]([OH:14])[CH2:4][C:5]1[CH:10]=[CH:9][CH:8]=[CH:7][C:6]=1[N+:11]([O-])=O.S(=O)(=O)(O)O.[H][H]>C1COCC1.[Pd]>[NH2:11][C:6]1[CH:7]=[CH:8][CH:9]=[CH:10][C:5]=1[CH2:4][CH:3]([OH:14])[C:2]([CH3:15])([CH3:1])[CH3:16]. Procedure details: 3 g (13.4 mmol) of 3,3-dimethyl-1-(2-nitrophenyl)butan-2-ol are stirred in 50 ml of THF with 2.06 g of 65 percent sulfuric acid and 0.214 g of palladium/carbon (10%) at 90° C. under 10 bar of hydrogen pressure for 16 hours. Subsequently, the solution is filtered with suction through Celite and the filtrate is concentrated by rotary evaporation. After dissolution in ethyl acetate, washing with saturated sodium bicarbonate solution, and removal and concentration of the organic phase under reduced ... Starting materials: CC(C#N)(O)C (Acetone cyanohydrin), O[C@@]12[C@]3(CCC(C=C3CC[C@H]1[C@@H]1CCC([C@@]1(C)CC2)=O)=O)C (9α-hydroxyandrost-4-ene-3,17-dione), [C-]#N.[K+] (potassium cyanide). The solvent is CO (methanol). Run at time 2 hour. Product: C[C@]12CCC3([C@H]([C@@H]1CCC2(C#N)O)CCC4=CC(=O)CC[C@@]43C)O (17β-Cyano-9α,17α-dihydroxyandrost-4-en-3-one). RXN SMILES: CC(C)(O)[C:3]#[N:4].[OH:7][C@:8]12[CH2:25][CH2:24][C@@:22]3([CH3:23])[C@@H:18]([CH2:19][CH2:20][C:21]3=[O:26])[C@@H:17]1[CH2:16][CH2:15][C:14]1[C@:9]2([CH3:28])[CH2:10][CH2:11][C:12](=[O:27])[CH:13]=1.[C-]#N.[K+]>CO>[CH3:23][C@@:22]12[C:21]([OH:26])([C:3]#[N:4])[CH2:20][CH2:19][C@H:18]1[C@@H:17]1[CH2:16][CH2:15][C:14]3[C@@:9]([CH3:28])([C:8]1([OH:7])[CH2:25][CH2:24]2)[CH2:10][CH2:11][C:12](=[O:27])[CH:13]=3 |f:2.3|. Reported procedure: Acetone cyanohydrin (1.37 ml) is added to a mixture of 9α-hydroxyandrost-4-ene-3,17-dione (0, U.S. Pat. No. 3,065,146, 3.024 g) in methanol (10 ml). The mixture is stirred at about 35°-39° for about 2 hr, then at about 4°-54° for 1.25 hr. 0.1 ml of a potassium cyanide solution (1 g in 2.0 ml of water) is added and the mixture stirred at about 50°-55° for 30 min and then allowed to stand at 20°-25° overnight. The solids are collected, washed well with methanol and dried under reduced pressure at ... Starting materials: OC1=CC=C(C=C1)C(C)=O (p-Hydroxyacetophenone), OS(=O)(=O)[O-].[K+] (potassium acid sulfate), C(C)O (ethanol). Product: C(C)(=O)OC1=CC=C(C=C)C=C1 (p-acetoxystyrene). RXN SMILES: [OH:1][C:2]1[CH:7]=[CH:6][C:5]([C:8](=O)[CH3:9])=[CH:4][CH:3]=1.OS([O-])(=O)=O.[K+].[CH2:17]([OH:19])[CH3:18]>>[C:17]([O:1][C:2]1[CH:7]=[CH:6][C:5]([CH:8]=[CH2:9])=[CH:4][CH:3]=1)(=[O:19])[CH3:18] |f:1.2|. Procedure details: p-Hydroxyacetophenone was converted to 1-(p-acetoxyphenl) ethanol and then dehydrated using liquid phase dehydration in the presence of potassium acid sulfate to produce p-acetoxystyrene, according to the method of Corson et al. (J. Org. Chem., 1958, 23, 544). p-Acetoxystyrene (1.6 g) was added to a stirred solution of potassium hydroxide (1.4 g) in water (14 ml) at 5 degrees Centigrade. Stirring was continued at 0.5 degrees Centigrade for 2 h. The mixture was then washed with ether, and the aqu... Reactants: NC(=O)N (urea), C(=O)(O)C(CNC1=C(C(=O)O)C=CC(=C1)Cl)CCC (2-carboxypentylamino-4-chlorobenzoic Acid), O (water), [OH-].[Na+] (sodium hydroxide), Cl (hydrochloric acid), Cl (hydrochloric acid). Yields the product C(=O)(O)CN1C(NC(C2=CC=C(C=C12)Cl)=O)=O (1-carboxymethyl-7-chloro-2,4(1H, 3H)-quinazolinedione). Yield: 60.0%. Reaction SMILES: C([CH:4](CCC)[CH2:5][NH:6][C:7]1[CH:15]=[C:14]([Cl:16])[CH:13]=[CH:12][C:8]=1[C:9]([OH:11])=O)(O)=O.[OH-:20].[Na+].Cl.[NH2:23][C:24](N)=[O:25].[OH2:27]>>[C:4]([CH2:5][N:6]1[C:7]2[C:8](=[CH:12][CH:13]=[C:14]([Cl:16])[CH:15]=2)[C:9](=[O:11])[NH:23][C:24]1=[O:25])([OH:27])=[O:20] |f:1.2|. Procedure: First, to a suspension of 2-carboxymethylamino-4-chlorobenzoic acid (VIII) (0.5 g) in water (10 ml) was added 25% aqueous sodium hydroxide (0.85 g) to adjust to pH 6.8 with concentrated hydrochloric acid. Then, urea (2.54 g) was added, the resulting solution was reacted at reflux temperature for 21 hours (pH 10 at that time), concentrated hydrochloric acid was added to give a crystal. The resulting crystal was collected by filtration, washed with water and dried to give 324 mg of 1-carboxymethyl... Starting materials: COC1=C(C=C(C(=C1)OC)C=O)C(CC(=O)OC)CCCCC (methyl 3-(2,4-dimethoxy-5-formylphenyl)octanoate), solution, C(C)[Mg]I (ethylmagnesium iodide). The solvent is O1CCCC1 (tetrahydrofuran), C(C)OCC (diethyl ether), O1CCCC1 (tetrahydrofuran). Run at time 40 minute. Product: COC1=C(C=C(C(=C1)OC)C(CC)=O)C(CC(=O)OC)CCCCC (Methyl 3-(2,4-dimethoxy-5-propionylphenyl)octanoate). As a reaction SMILES: [CH3:1][O:2][C:3]1[CH:8]=[C:7]([O:9][CH3:10])[C:6]([CH:11]=[O:12])=[CH:5][C:4]=1[CH:13]([CH2:19][CH2:20][CH2:21][CH2:22][CH3:23])[CH2:14][C:15]([O:17][CH3:18])=[O:16].[CH2:24]([Mg]I)[CH3:25]>O1CCCC1.C(OCC)C>[CH3:1][O:2][C:3]1[CH:8]=[C:7]([O:9][CH3:10])[C:6]([C:11](=[O:12])[CH2:24][CH3:25])=[CH:5][C:4]=1[CH:13]([CH2:19][CH2:20][CH2:21][CH2:22][CH3:23])[CH2:14][C:15]([O:17][CH3:18])=[O:16]. Reported procedure: A solution of 644 mg (2.0 mmol) of methyl 3-(2,4-dimethoxy-5-formylphenyl)octanoate [prepared as described in Preparation 32(ii)] in 10 ml of tetrahydrofuran was added dropwise over a period of 5 minutes to a solution of 1.2 ml (2.2 mmol) of a 1.8M solution of ethylmagnesium iodide in diethyl ether diluted with 20 ml of tetrahydrofuran, whilst ice-cooling, and the resulting mixture was stirred at the same temperature for 40 minutes. The reaction was then terminated by the addition of a saturated... The reactants are CNC1(C)CCCc2nc(OCc3ccccc3)ccc21, CCO, CC(C)O, Cl, [H][H]. Product: CNC1(C)CCCc2[nH]c(=O)ccc21, Cl. As a reaction SMILES: [CH3:1][NH:2][C:3]1([CH3:21])[c:4]2[cH:5][cH:6][c:7]([O:13][CH2:14][c:15]3[cH:16][cH:17][cH:18][cH:19][cH:20]3)[n:8][c:9]2[CH2:10][CH2:11][CH2:12]1.[CH3:25][CH2:26][OH:27].[CH3:28][CH:29]([OH:30])[CH3:31].[ClH:22].[H:23][H:24]>>[CH3:1][NH:2][C:3]1([CH3:21])[c:4]2[cH:5][cH:6][c:7](=[O:13])[nH:8][c:9]2[CH2:10][CH2:11][CH2:12]1.[ClH:22]. Starting materials: Cl (HCl), ClC1=C(C=CC(=C1)Cl)C=1NC=CC1C#N (2-(2,4-dichloro-phenyl)-1H-pyrrole-3-carbonitrile), [Cl-].[Cl-].[Cl-].[Al+3] (aluminum trichloride), C(C)(=O)Cl (acetyl chloride). Run in C(C)(C)O (isopropanol), ClCCl (dichloromethane). Run at time 3 hour. Yields the product C(C)(=O)C1=CC(=C(N1)C1=C(C=C(C=C1)Cl)Cl)C#N (5-Acetyl-2-(2,4-dichloro-phenyl)-1H-pyrrole-3-carbonitrile). Yield: 92.2%. As a reaction SMILES: [Cl:1][C:2]1[CH:7]=[C:6]([Cl:8])[CH:5]=[CH:4][C:3]=1[C:9]1[NH:10][CH:11]=[CH:12][C:13]=1[C:14]#[N:15].[C:16](Cl)(=[O:18])[CH3:17].[Cl-].[Cl-].[Cl-].[Al+3].Cl>ClCCl.C(O)(C)C>[C:16]([C:11]1[NH:10][C:9]([C:3]2[CH:4]=[CH:5][C:6]([Cl:8])=[CH:7][C:2]=2[Cl:1])=[C:13]([C:14]#[N:15])[CH:12]=1)(=[O:18])[CH3:17] |f:2.3.4.5|. Procedure details: To a mixture of 2-(2,4-dichloro-phenyl)-1H-pyrrole-3-carbonitrile (6.00 g, 25.30 mmol, see EP 0312,723) in 120 mL of dichloromethane was added acetyl chloride (3.18 g; 40.49 mmol) at room temperature, under nitrogen. The resulting mixture was cooled to +2° C. and anhydrous aluminum trichloride (8.10 g, 60.73 mmol) was added in small portions during a period of 20 minutes, keeping the internal temperature below 5° C. Upon complete addition, the mixture was brought to room temperature and allowed ... RXN SMILES: [C:1]([CH3:2])([CH3:3])([CH3:4])[O:5][C:6](=[O:7])[N:8]1[CH2:9][CH2:10][CH2:11][c:12]2[cH:13][cH:14][c:15]([OH:18])[cH:16][c:17]21.[CH3:21][I:22].[CH3:23][N:24]([CH3:25])[CH:26]=[O:27].[H-:19].[Na+:20]>>[C:1]([CH3:2])([CH3:3])([CH3:4])[O:5][C:6](=[O:7])[N:8]1[CH2:9][CH2:10][CH2:11][c:12]2[cH:13][cH:14][c:15]([O:18][CH3:21])[cH:16][c:17]21. Product: COc1ccc2c(c1)N(C(=O)OC(C)(C)C)CCC2. Reactants: CC(C)(C)OC(=O)N1CCCc2ccc(O)cc21, CI, CN(C)C=O, [H-], [Na+].